Dataset: the Open Reaction Database (ORD), a public repository of structured organic reaction records. Task: describe an organic reaction: reactants, conditions, products, and yield Solvent: CC(=O)C (acetone). The product is C1(=CC=C(C=C1)C#N)C1=CC=CC=C1 ([1,1'-biphenyl]-4-carbonitrile). Reactants: CCCCCC.C(C)(=O)OCC (hexane ethyl acetate), 4'-[3,3-[1,2-ethanediylbis(oxy)]-17β-methoxy-17α-methyloestra-5,15-dien-11β-yl][1,1'-biphenyl]-4-carbonitrile, O[C@@]1([C@]2(C)[C@@H](C=C1)[C@@H]1CCC3=CC(CC[C@@H]3[C@H]1[C@H](C2)C2=CC=C(C=C2)C2=CC=C(C=C2)C#N)=O)C (4'-[17β-Hydroxy-17α-methyl-3-oxo-oestra-4,15-dien-11β-yl][1,1'-biphenyl]-4-carbonitrile), Cl (hydrochloric acid). Reported procedure: 260 mg of 4'-[3,3-[1,2-ethanediylbis(oxy)]-17β-methoxy-17α-methyloestra-5,15-dien-11β-yl][1,1'-biphenyl]-4-carbonitrile are reacted with 0.7 ml of 4 normal aqueous hydrochloric acid in 14 ml of acetone in the manner described in Example 1 r). Column chromatography on silica gel with a mixture of hexane/ethyl acetate yields 218 mg of 4'-17β-methoxy-17α-methyl-3-oxo-oestra-4,15-dien-11β-yl][1,1'-biphenyl]-4-carbonitrile in the form of a white foam. As a reaction SMILES: O[C@@]1(C)C=C[C@H]2[C@H]3[C@H]([C@@H]([C:20]4[CH:25]=[CH:24][C:23]([C:26]5[CH:31]=[CH:30][C:29]([C:32]#[N:33])=[CH:28][CH:27]=5)=[CH:22][CH:21]=4)C[C@]12C)[C@@H]1C(=CC(=O)CC1)CC3.Cl.CCCCCC.C(OCC)(=O)C>CC(C)=O>[C:26]1([C:23]2[CH:22]=[CH:21][CH:20]=[CH:25][CH:24]=2)[CH:27]=[CH:28][C:29]([C:32]#[N:33])=[CH:30][CH:31]=1 |f:2.3|. Reactants: C(CCCCCCCCCCCCCCCCC)N.C(C)O.C(C)O (diethanol octadecylamine), C(C1=CC=CC=C1)Cl (benzyl chloride), C([O-])(O)=O.[Na+] (sodium bicarbonate). The solvent is C(C)(C)O (isopropyl alcohol). Conditions: time 8 hour. Yields the product [Cl-].C(C1=CC=CC=C1)[NH2+]CCCCCCCCCCCCCCCCCC.C(C)O.C(C)O (Diethanol benzyl octadecyl Ammonium chloride). RXN SMILES: [CH2:1]([NH2:19])[CH2:2][CH2:3][CH2:4][CH2:5][CH2:6][CH2:7][CH2:8][CH2:9][CH2:10][CH2:11][CH2:12][CH2:13][CH2:14][CH2:15][CH2:16][CH2:17][CH3:18].[CH2:20]([OH:22])[CH3:21].[CH2:23]([OH:25])[CH3:24].[CH2:26]([Cl:33])[C:27]1[CH:32]=[CH:31][CH:30]=[CH:29][CH:28]=1.C(=O)(O)[O-].[Na+]>C(O)(C)C>[Cl-:33].[CH2:26]([NH2+:19][CH2:1][CH2:2][CH2:3][CH2:4][CH2:5][CH2:6][CH2:7][CH2:8][CH2:9][CH2:10][CH2:11][CH2:12][CH2:13][CH2:14][CH2:15][CH2:16][CH2:17][CH3:18])[C:27]1[CH:32]=[CH:31][CH:30]=[CH:29][CH:28]=1.[CH2:20]([OH:22])[CH3:21].[CH2:23]([OH:25])[CH3:24] |f:0.1.2,4.5,7.8.9.10|. Reported procedure: A 4-liter reaction vessel equipped with a reflux condenser and mechanical stirrer was charged with 719.6 gm. (2.0 mol) diethanol octadecylamine, 278.5 gm. (2.2 mol) benzyl chloride, 20 gm. of sodium bicarbonate and approximately 400 ml. isopropyl alcohol. The reaction mixture was heated under reflux overnight. An aliquot was removed, analyzed and found to contain 7.4% amine and 1.7% amine HCl. The mixture was allowed to continue reacting overnight. A second aliquot was analyzed and found to cont...